Dataset: the Open Reaction Database (ORD), a public repository of structured organic reaction records. Task: describe an organic reaction: reactants, conditions, products, and yield Starting materials: O=C=Nc1cc(Cl)cc(Cl)c1, CC(C)c1cc(NN)nc2ncccc12. Yields the product CC(C)c1cc(NNC(=O)Nc2cc(Cl)cc(Cl)c2)nc2ncccc12. RXN SMILES: [Cl:16][c:17]1[cH:18][c:19]([N:24]=[C:25]=[O:26])[cH:20][c:21]([Cl:23])[cH:22]1.[NH:1]([NH2:2])[c:3]1[n:4][c:5]2[n:6][cH:7][cH:8][cH:9][c:10]2[c:11]([CH:13]([CH3:14])[CH3:15])[cH:12]1>>[NH:1]([NH:2][C:25]([NH:24][c:19]1[cH:18][c:17]([Cl:16])[cH:22][c:21]([Cl:23])[cH:20]1)=[O:26])[c:3]1[n:4][c:5]2[n:6][cH:7][cH:8][cH:9][c:10]2[c:11]([CH:13]([CH3:14])[CH3:15])[cH:12]1. Reactants: [N+](=O)([O-])C=1C=C(C(=O)C=2SC=CN2)C=CC1N (2-(3-nitro-4-aminobenzoyl)thiazole), [H][H] (hydrogen). Reagents/catalysts: [Pd] (palladium on carbon). Run in O1CCCC1 (tetrahydrofuran). Product: NC=1C=C(C(=O)C=2SC=CN2)C=CC1N (2-(3,4-diaminobenzoyl) thiazole). As a reaction SMILES: [N+:1]([C:4]1[CH:5]=[C:6]([CH:14]=[CH:15][C:16]=1[NH2:17])[C:7]([C:9]1[S:10][CH:11]=[CH:12][N:13]=1)=[O:8])([O-])=O.[H][H]>O1CCCC1.[Pd]>[NH2:1][C:4]1[CH:5]=[C:6]([CH:14]=[CH:15][C:16]=1[NH2:17])[C:7]([C:9]1[S:10][CH:11]=[CH:12][N:13]=1)=[O:8]. Reported procedure: A suspension of 20 g. (0.082 mol) of 2-(3-nitro-4-aminobenzoyl)thiazole in 1 liter of tetrahydrofuran containing 5 g. of 5% palladium on carbon was reduced with hydrogen under a pressure of 3 atmospheres. The resulting mixture was filtered and concentrated in vacuo to yield 2-(3,4-diaminobenzoyl) thiazole as unstable red needles, mp. 125°-127° C. (dec.) (acetone-water). Starting materials: NC1=NC=NN2C1=C(C(=C2)C=C)C2=CC=C(C=C2)NC(=O)NC2=NC=CC(=C2)C(F)(F)F (1-[4-(4-amino-6-vinylpyrrolo[2,1-f][1,2,4]triazin-5-yl)phenyl]-3-[4-(trifluoro-methyl)pyridin-2-yl]urea), C(C)(=O)O (acetic acid). Solvent: C1CCOC1 (THF), CCO (EtOH). Yields the product NC1=NC=NN2C1=C(C(=C2)CC)C2=CC=C(C=C2)NC(=O)NC2=NC=CC(=C2)C(F)(F)F (1-[4-(4-amino-6-ethylpyrrolo[2,1-f][1,2,4]triazin-5-yl)phenyl]-3-[4-(trifluoromethyl)pyridin-2-yl]urea). Reaction SMILES: [NH2:1][C:2]1[C:7]2=[C:8]([C:13]3[CH:18]=[CH:17][C:16]([NH:19][C:20]([NH:22][C:23]4[CH:28]=[C:27]([C:29]([F:32])([F:31])[F:30])[CH:26]=[CH:25][N:24]=4)=[O:21])=[CH:15][CH:14]=3)[C:9]([CH:11]=[CH2:12])=[CH:10][N:6]2[N:5]=[CH:4][N:3]=1.C(O)(=O)C>C1COCC1.CCO>[NH2:1][C:2]1[C:7]2=[C:8]([C:13]3[CH:18]=[CH:17][C:16]([NH:19][C:20]([NH:22][C:23]4[CH:28]=[C:27]([C:29]([F:32])([F:31])[F:30])[CH:26]=[CH:25][N:24]=4)=[O:21])=[CH:15][CH:14]=3)[C:9]([CH2:11][CH3:12])=[CH:10][N:6]2[N:5]=[CH:4][N:3]=1. Reported procedure: 1-[4-(4-amino-6-vinylpyrrolo[2,1-f][1,2,4]triazin-5-yl)phenyl]-3-[4-(trifluoro-methyl)pyridin-2-yl]urea (150 mg, 0.341 mmol) was slowly dissolved in THF (100 mL) by adding acetic acid (10-20 mL). The solution was further diluted with EtOH (300 mL) and run through the H-Cube® apparatus at 20 bar, rt, 1 mL/min. The resulting solution was concentrated then washed with satd. NaHCO3. A precipitate formed and the desired product was collected by vacuum filtration to yield a tan solid. (150 mg, 99%). 1... Starting materials: C1(=CC=CC2=CC=CC=C12)OC1=CC=NC=C1 (4-(1-Naphthyloxy)-pyridine), 29, ClC1=CC(=CC=C1)C(=O)OO (m-chloroperbenzoic acid), 7, 32. Solvent: ClCCl (dichloromethane). Conditions: time 24 hour. The product is C1(=CC=CC2=CC=CC=C12)OC1=CC=[N+](C=C1)[O-] (4-(1-Naphthyloxy)-pyridine-N-oxide). RXN SMILES: [C:1]1([O:11][C:12]2[CH:17]=[CH:16][N:15]=[CH:14][CH:13]=2)[C:10]2[C:5](=[CH:6][CH:7]=[CH:8][CH:9]=2)[CH:4]=[CH:3][CH:2]=1.ClC1C=CC=C(C(OO)=[O:26])C=1>ClCCl>[C:1]1([O:11][C:12]2[CH:17]=[CH:16][N+:15]([O-:26])=[CH:14][CH:13]=2)[C:10]2[C:5](=[CH:6][CH:7]=[CH:8][CH:9]=2)[CH:4]=[CH:3][CH:2]=1. Procedure: A solution of Example 136 A (6.62 g; 29 9 mmol) in dichloromethane (40 ml) is treated with m-chloroperbenzoic acid, 80% strength (7 10 g; 32 9 mmol), stirred at room temperature for 24 h and then heated to reflux for a further 2 h The reaction mixture is washed twice with satd aqueous NaHCO3 solution. The combined aqueous phases are extracted with dichloromethane and the combined dichloromethane phases are dried (Na2SO4) and concentrated in vacuo. The residue is crystallized from dichloromethane... Starting materials: 3-L, C1(CCC1)N1CCN(CCC1)C(=O)C=1C=NC(=CC1)OC1=CC=C(C=C1)F ((4-cyclobutyl-[1,4]diazepan-1-yl)-[6-(4-fluoro-phenoxy)-pyridin-3-yl]methanone), Cl (HCl). Solvent: CCOCC (Et2O), C(C)O.CCOCC (ethanol Et2O). Conditions: temperature 5 celsius, time 2 hour. Yields the product O.Cl.C1(CCC1)N1CCN(CCC1)C(=O)C=1C=NC(=CC1)OC1=CC=C(C=C1)F ((4-Cyclobutyl-[1,4]diazepan-1-yl)-[6-(4-fluoro-phenoxy)-pyridin-3-yl]-methanone hydrochloride monohydrate). RXN SMILES: [CH:1]1([N:5]2[CH2:11][CH2:10][CH2:9][N:8]([C:12]([C:14]3[CH:15]=[N:16][C:17]([O:20][C:21]4[CH:26]=[CH:25][C:24]([F:27])=[CH:23][CH:22]=4)=[CH:18][CH:19]=3)=[O:13])[CH2:7][CH2:6]2)[CH2:4][CH2:3][CH2:2]1.[ClH:28]>C(O)C.CCOCC.CCOCC>[OH2:13].[ClH:28].[CH:1]1([N:5]2[CH2:11][CH2:10][CH2:9][N:8]([C:12]([C:14]3[CH:15]=[N:16][C:17]([O:20][C:21]4[CH:22]=[CH:23][C:24]([F:27])=[CH:25][CH:26]=4)=[CH:18][CH:19]=3)=[O:13])[CH2:7][CH2:6]2)[CH2:2][CH2:3][CH2:4]1 |f:2.3,5.6.7|. Procedure: A 3-L, 3-necked, round-bottomed flask was equipped with a mechanical stirrer, addition funnel and a thermocouple. The flask was charged with a solution of crude (4-cyclobutyl-[1,4]diazepan-1-yl)-[6-(4-fluoro-phenoxy)-pyridin-3-yl]methanone (118.0 g, 319.8 mmol) in ethanol/Et2O (1:1, 800 mL). The reaction vessel was cooled to ca. 5° C. in an ice-water bath. HCl (2 M in Et2O, 152 mL, 304 mmol, 0.95 equiv.) was added drop-wise via the addition funnel over 30 min. The resulting suspension was stirre... Reaction conditions: temperature 180 celsius, time 5 hour. Starting materials: FC1=C(N)C=C(C=C1)F (2,5-difluoroaniline), C(CC(=O)C)(=O)OCC (ethyl acetoaceate), polyphosphoric acid, NH4OH ice. The product is OC1=CC(=NC2=C(C=CC(=C12)F)F)C (4-Hydroxy-5,8-difluoro-2-methylquinoline). Procedure details: A mixture of 2,5-difluoroaniline (10.0 g), ethyl acetoaceate (9.85 ml) and polyphosphoric acid (62 ml) were heated with stirring at 180° C. for 5 h. The mixture was cooled to room temperature and neutralised with dilute NH4OH/ice. The title compound precipitated and was separated by filtration to give compound identical spectroscopically with a sample prepared by the two stage process described above. Reaction SMILES: [F:1][C:2]1[CH:8]=[CH:7][C:6]([F:9])=[CH:5][C:3]=1[NH2:4].[C:10](OCC)(=[O:15])[CH2:11][C:12]([CH3:14])=O>>[OH:15][C:10]1[C:5]2[C:3](=[C:2]([F:1])[CH:8]=[CH:7][C:6]=2[F:9])[N:4]=[C:12]([CH3:14])[CH:11]=1.